Dataset: the Open Reaction Database (ORD), a public repository of structured organic reaction records. Task: describe an organic reaction: reactants, conditions, products, and yield Reactants: COC=1C=CC=C(C1C=2C=CC=CC2P(C3CCCCC3)C4CCCCC4)OC (S-Phos), BrC=1C=C(C(=NC1)Cl)N (5-bromo-2-chloropyridin-3-amine), O1CCC(=CC1)B1OC(C(O1)(C)C)(C)C (2-(3,6-dihydro-2H-pyran-4-yl)-4,4,5,5-tetramethyl-1,3,2-dioxaborolane), [O-]P(=O)([O-])[O-].[K+].[K+].[K+] (potassium phosphate tribasic), C1(CCCCC1)P(C1(C(=C(C=CC1)OC)C1=CC=CC=C1)OC)C1CCCCC1 (2-dicyclohexylphosphino-2,6-dimethoxybiphenyl). The reagents and catalysts are C(C)(=O)[O-].[Pd+2].C(C)(=O)[O-] (palladium (II) acetate). Run in O (water), CN(C)C=O (DMF). Conditions: temperature 90 celsius, time 4.5 hour. The product is ClC1=NC=C(C=C1N)C=1CCOCC1 (2-chloro-5-(3,6-dihydro-2H-pyran-4-yl)pyridin-3-amine). RXN SMILES: Br[C:2]1[CH:3]=[C:4]([NH2:9])[C:5]([Cl:8])=[N:6][CH:7]=1.[O:10]1[CH2:15][CH:14]=[C:13](B2OC(C)(C)C(C)(C)O2)[CH2:12][CH2:11]1.C1(P(C2CCCCC2)C2(OC)CC=CC(OC)=C2C2C=CC=CC=2)CCCCC1.COC1C=CC=C(OC)C=1C1C=CC=CC=1P(C1CCCCC1)C1CCCCC1.[O-]P([O-])([O-])=O.[K+].[K+].[K+]>CN(C=O)C.O.C([O-])(=O)C.[Pd+2].C([O-])(=O)C>[Cl:8][C:5]1[C:4]([NH2:9])=[CH:3][C:2]([C:13]2[CH2:14][CH2:15][O:10][CH2:11][CH:12]=2)=[CH:7][N:6]=1 |f:4.5.6.7,10.11.12|. Reported procedure: A stirred mixture of 5-bromo-2-chloropyridin-3-amine (0.39 g, 1.9 mmol), 2-(3,6-dihydro-2H-pyran-4-yl)-4,4,5,5-tetramethyl-1,3,2-dioxaborolane (0.48 g, 2.3 mmol), ground 2-dicyclohexylphosphino-2,6-dimethoxybiphenyl, (S-Phos) (0.15 g, 0.37 mmol), palladium (II) acetate (42.9 mg, 0.19 mmol), and potassium phosphate tribasic (1.20 g, 5.7 mmol) in DMF (9 mL) and water (0.4 mL) was purged 3 times with argon and placed under vacuum 3 times. The reaction mixture was carefully heated to 90° C. After 4.... Starting materials: CN(N1CCC(CC1)(C#N)O)C (1-Dimethylamino-4-hydroxy-piperidine-4-carbonitrile), C([O-])(O)=O.[K+] (potassium bicarbonate), [OH-].[Na+] (NaOH). The solvent is CO (methanol), Cl (hydrochloric acid), Cl (hydrochloric acid), Cl (hydrochloric acid), CO (methanol). Run at time 2 day. The product is COC(=O)C1(CCN(CC1)N(C)C)O (1-Dimethylamino-4-hydroxy-piperidine-4-carboxylic acid methyl ester). As a reaction SMILES: [CH3:1][N:2]([CH3:12])[N:3]1[CH2:8][CH2:7][C:6]([OH:11])([C:9]#N)[CH2:5][CH2:4]1.[OH-:13].[Na+].[C:15](=O)(O)[O-:16].[K+]>Cl.CO>[CH3:15][O:16][C:9]([C:6]1([OH:11])[CH2:7][CH2:8][N:3]([N:2]([CH3:12])[CH3:1])[CH2:4][CH2:5]1)=[O:13] |f:1.2,3.4|. Procedure: 4.2 g 1-Dimethylamino-4-hydroxy-piperidine-4-carbonitrile is dissolved in 30 ml of a hydrochloric acid solution in methanol (10% HCl in methanol) and the reaction mixture is stirred at room temperature for 2 days. After 24 hours, the reaction vessel is saturated with hydrochloric acid gas. To bring the reaction to completion, the mixture is diluted with 100 ml methanol, saturated with hydrochloric acid gas and further stirred at room temperature overnight, then neutralized under cooling by addit... Procedure details: To a solution of (S)-2-amino-3-(4-benzyloxy-phenyl)-N-tert-butyl-propionamide (Example 2, Step C) in ether was added excess amount of ethereal HCl, solid formed was isolated via filtration, subsequent drying under vacuum gave title compound as a yellow solid. The reactants are N[C@H](C(=O)NC(C)(C)C)CC1=CC=C(C=C1)OCC1=CC=CC=C1 ((S)-2-amino-3-(4-benzyloxy-phenyl)-N-tert-butyl-propionamide), Cl (HCl). Solvent: CCOCC (ether). Product: Cl.N[C@H](C(=O)NC(C)(C)C)CC1=CC=C(C=C1)OCC1=CC=CC=C1 ((S)-2-Amino-3-(4-benzyloxy-phenyl)-N-tert-butyl-propionamide monohydrochloride). RXN SMILES: [NH2:1][C@@H:2]([CH2:10][C:11]1[CH:16]=[CH:15][C:14]([O:17][CH2:18][C:19]2[CH:24]=[CH:23][CH:22]=[CH:21][CH:20]=2)=[CH:13][CH:12]=1)[C:3]([NH:5][C:6]([CH3:9])([CH3:8])[CH3:7])=[O:4].[ClH:25]>CCOCC>[ClH:25].[NH2:1][C@@H:2]([CH2:10][C:11]1[CH:12]=[CH:13][C:14]([O:17][CH2:18][C:19]2[CH:24]=[CH:23][CH:22]=[CH:21][CH:20]=2)=[CH:15][CH:16]=1)[C:3]([NH:5][C:6]([CH3:8])([CH3:7])[CH3:9])=[O:4] |f:3.4|. The reactants are BrB(Br)Br, COC(=O)c1coc2cc(OC)ccc12, ClCCl. Yields the product COC(=O)c1coc2cc(O)ccc12. As a reaction SMILES: [B:16]([Br:17])([Br:18])[Br:19].[CH3:1][O:2][c:3]1[cH:4][c:5]2[c:6]([c:7]([C:10](=[O:11])[O:12][CH3:13])[cH:8][o:9]2)[cH:14][cH:15]1.[Cl:20][CH2:21][Cl:22]>>[OH:2][c:3]1[cH:4][c:5]2[c:6]([c:7]([C:10](=[O:11])[O:12][CH3:13])[cH:8][o:9]2)[cH:14][cH:15]1. Reactants: CCOC(=O)Cn1cc2cccnc2n1, O=C1CCC(=O)N1Cl, ClCCl. Product: CCOC(=O)Cn1nc2ncccc2c1Cl. As a reaction SMILES: [CH2:1]([CH3:2])[O:3][C:4]([CH2:5][n:6]1[n:7][c:8]2[n:9][cH:10][cH:11][cH:12][c:13]2[cH:14]1)=[O:15].[Cl:16][N:17]1[C:18](=[O:19])[CH2:20][CH2:21][C:22]1=[O:23].[Cl:24][CH2:25][Cl:26]>>[CH2:1]([CH3:2])[O:3][C:4]([CH2:5][n:6]1[n:7][c:8]2[n:9][cH:10][cH:11][cH:12][c:13]2[c:14]1[Cl:16])=[O:15]. Starting materials: ClC=1C=CC(=C(C1)C(O)C1=CC=CC2=CC=CC=C12)NCC(C)(C)C ((5-chloro-2-neopentylamino-phenyl)-naphthalen-1-yl-methanol), SC(C(=O)O)CC(=O)O (mercaptosuccinic acid), C(CC)(=O)O (propionic acid). The solvent is O (water). Conditions: temperature 130 celsius, time 48 hour. Yields the product ClC=1C=CC2=C(C(SC(C(N2CC(C)(C)C)=O)CC(=O)O)C2=CC=CC3=CC=CC=C23)C1 (7-Chloro-5-(1-naphthyl)-1-neopentyl-2-oxo-1,2,3,5-tetrahydro-4,1-benzothiazepin-3-acetic acid). The yield is 92.2%. Reaction SMILES: [Cl:1][C:2]1[CH:3]=[CH:4][C:5]([NH:20][CH2:21][C:22]([CH3:25])([CH3:24])[CH3:23])=[C:6]([CH:8]([C:10]2[C:19]3[C:14](=[CH:15][CH:16]=[CH:17][CH:18]=3)[CH:13]=[CH:12][CH:11]=2)O)[CH:7]=1.[SH:26][CH:27]([CH2:31][C:32]([OH:34])=[O:33])[C:28](O)=[O:29].C(O)(=O)CC>O>[Cl:1][C:2]1[CH:3]=[CH:4][C:5]2[N:20]([CH2:21][C:22]([CH3:25])([CH3:24])[CH3:23])[C:28](=[O:29])[CH:27]([CH2:31][C:32]([OH:34])=[O:33])[S:26][CH:8]([C:10]3[C:19]4[C:14](=[CH:15][CH:16]=[CH:17][CH:18]=4)[CH:13]=[CH:12][CH:11]=3)[C:6]=2[CH:7]=1. Procedure details: A stirred mixture of 50.0 g (141 mmol) of (5-chloro-2-neopentylamino-phenyl)-naphthalen-1-yl-methanol, 27.58 g (184 mmol, 1.3 equivalents) of mercaptosuccinic acid, and 340 mL of propionic acid was heated to 130° C. with a nitrogen purge. After 48 hours, the reaction mixture was cooled to room temperature giving a precipitate, treated with 200 mL of water, cooled to -5° C. with stirring, and filtered giving 60.83 g (92% yield) of the title compound as an off white solid. The reactants are N(=O)[O-].[Na+] (NaNO2), NC=1C=CC=C2C(=C(NC12)C(=O)N)S(=O)(=O)N1CCOCC1 (7-Amino-3-(morpholin-4-ylsulfonyl)-1H-indole-2-carboxamide), O (water), Br (HBr), CuBr. The solvent is O1CCCC1 (tetrahydrofuran). Reaction conditions: temperature 0 celsius, time 72 hour. Yields the product BrC=1C=CC=C2C(=C(NC12)C(=O)N)S(=O)(=O)N1CCOCC1 (7-Bromo-3-(morpholin-4-ylsulfonyl)-1H-indole-2-carboxamide). Reaction SMILES: N[C:2]1[CH:3]=[CH:4][CH:5]=[C:6]2[C:10]=1[NH:9][C:8]([C:11]([NH2:13])=[O:12])=[C:7]2[S:14]([N:17]1[CH2:22][CH2:21][O:20][CH2:19][CH2:18]1)(=[O:16])=[O:15].O.[BrH:24].N([O-])=O.[Na+]>O1CCCC1>[Br:24][C:2]1[CH:3]=[CH:4][CH:5]=[C:6]2[C:10]=1[NH:9][C:8]([C:11]([NH2:13])=[O:12])=[C:7]2[S:14]([N:17]1[CH2:22][CH2:21][O:20][CH2:19][CH2:18]1)(=[O:16])=[O:15] |f:3.4|. Procedure: 7-Amino-3-(morpholin-4-ylsulfonyl)-1H-indole-2-carboxamide (26 mg, 0.080 mmol, 1.0 equiv) was dissolved in 2 mL of a 1:1 solution of tetrahydrofuran:water to which 0.2 mL of concentrated aqueous HBr was added and the mixture was cooled to 0° C. NaNO2 (28 mg, 0.40 mmol, 5.0 equiv) was added in one portion, followed by CuBr (57 mg, 0.40 mmol, 5.0 equiv) 25 minutes later. The reaction was warmed to ambient temperature and stirred for 72 hours. The reaction mixture was partitioned between dichlorome... Starting materials: CNC1=CC(=CC=C1)CC (N-methyl-3-ethyl aniline), Cl (HCl). Solvent: CCOCC (ether). Yields the product C(C)C=1C=C(N)C=CC1 (3-ethyl aniline). Isolated yield 95.0%. As a reaction SMILES: C[NH:2][C:3]1[CH:8]=[CH:7][CH:6]=[C:5]([CH2:9][CH3:10])[CH:4]=1.Cl>CCOCC>[CH2:9]([C:5]1[CH:4]=[C:3]([CH:8]=[CH:7][CH:6]=1)[NH2:2])[CH3:10]. Procedure details: The N-methyl-3-ethyl aniline obtained in the previous step was dissolved in 250 ml anhydrous ether and to this was added (by annulation) about 400 ml of HCl (1.0M solution in ether) at ambient temperature. The resultant white precipitate was filtered through a Buchner funnel, washed with ether, and dried to afford 39.0 g (95% yield, 76% overall in 3 steps from 3-ethyl aniline) of a white solid.